Dataset: the Open Reaction Database (ORD), a public repository of structured organic reaction records. Task: describe an organic reaction: reactants, conditions, products, and yield The reactants are COC(=O)C1=CC=C2C=C(NC2=C1)C (6-methoxycarbonyl-2-methylindole), ClC1=C(CBr)C=CC=C1 (2-chlorobenzyl bromide), C([O-])([O-])=O.[K+].[K+] (potassium carbonate). The solvent is CN(C=O)C (N,N-dimethylformamide). Product: ClC1=C(CN2C(=CC3=CC=C(C=C23)C(=O)OC)C)C=CC=C1 (1-(2-chlorobenzyl)-6-methoxycarbonyl-2-methylindole). Yield: 44.7%. Reaction SMILES: [CH3:1][O:2][C:3]([C:5]1[CH:13]=[C:12]2[C:8]([CH:9]=[C:10]([CH3:14])[NH:11]2)=[CH:7][CH:6]=1)=[O:4].[Cl:15][C:16]1[CH:23]=[CH:22][CH:21]=[CH:20][C:17]=1[CH2:18]Br.C(=O)([O-])[O-].[K+].[K+]>CN(C)C=O>[Cl:15][C:16]1[CH:23]=[CH:22][CH:21]=[CH:20][C:17]=1[CH2:18][N:11]1[C:12]2[C:8](=[CH:7][CH:6]=[C:5]([C:3]([O:2][CH3:1])=[O:4])[CH:13]=2)[CH:9]=[C:10]1[CH3:14] |f:2.3.4|. Procedure details: A mixture of 6-methoxycarbonyl-2-methylindole (0.89 g), 2-chlorobenzyl bromide (1.45 g). potassium carbonate (0.780 g) and N,N-dimethylformamide (2 ml) is stirred at 80° C. for 18 hours. The solvent is evaporated away under reduced pressure, and the resulting residue is purified through silica gel column chromatography (eluent: hexane/chloroform=3/1) to obtain 1-(2-chlorobenzyl)-6-methoxycarbonyl-2-methylindole (30) (0.660 g).